Dataset: the Open Reaction Database (ORD), a public repository of structured organic reaction records. Task: describe an organic reaction: reactants, conditions, products, and yield The reactants are O=C(Br)CBr, ClCCl, COc1ccc(Cl)cc1C(=O)c1cc(C(F)(F)F)ccc1N, c1ccncc1. The product is COc1ccc(Cl)cc1C(=O)c1cc(C(F)(F)F)ccc1NC(=O)CBr. As a reaction SMILES: [Br:29][CH2:30][C:31](=[O:32])[Br:33].[Cl:34][CH2:35][Cl:36].[NH2:1][c:2]1[c:3]([C:12](=[O:13])[c:14]2[c:15]([O:21][CH3:22])[cH:16][cH:17][c:18]([Cl:20])[cH:19]2)[cH:4][c:5]([C:8]([F:9])([F:10])[F:11])[cH:6][cH:7]1.[cH:23]1[cH:24][cH:25][n:26][cH:27][cH:28]1>>[NH:1]([c:2]1[c:3]([C:12](=[O:13])[c:14]2[c:15]([O:21][CH3:22])[cH:16][cH:17][c:18]([Cl:20])[cH:19]2)[cH:4][c:5]([C:8]([F:9])([F:10])[F:11])[cH:6][cH:7]1)[C:31]([CH2:30][Br:29])=[O:32]. Reactants: ClC1=C(C(=C(C(=C1CBr)Cl)Cl)Cl)Cl (pentachlorobenzyl bromide), O (water). The solvent is CN(C)C=O (DMF). The product is ClC1=C(C(=C(C(=C1CO)Cl)Cl)Cl)Cl (pentachlorobenzyl alcohol). Reaction SMILES: [Cl:1][C:2]1[C:7]([CH2:8]Br)=[C:6]([Cl:10])[C:5]([Cl:11])=[C:4]([Cl:12])[C:3]=1[Cl:13].[OH2:14]>CN(C=O)C>[Cl:1][C:2]1[C:7]([CH2:8][OH:14])=[C:6]([Cl:10])[C:5]([Cl:11])=[C:4]([Cl:12])[C:3]=1[Cl:13]. Procedure: A solution of 20.7 g of pentachlorobenzyl bromide in 300 ml DMF containing 30 ml of water was heated at reflux for two hours. On dilution with water solids precipitated. The solid was filtered out and washed on the filter until the wash water was free of bromide ions. On drying, 15.2 g of pentachlorobenzyl alcohol of m.p. 193°-195° C. were obtained.